Dataset: the Open Reaction Database (ORD), a public repository of structured organic reaction records. Task: describe an organic reaction: reactants, conditions, products, and yield Run in C(Cl)Cl (methylene chloride). Starting materials: formula 4, C(=O)(OC)CCC(=O)NC(C(C)C)P(OC)(OC)=O (dimethyl [1-[N-(3-carbomethoxypropionyl)amino]-2-methylpropyl]phosphonate), C[Si](C)(C)Br (trimethylsilyl bromide). Procedure details: To a solution of a compound of formula 4, preferably dimethyl [1-[N-(3-carbomethoxypropionyl)amino]-2-methylpropyl]phosphonate, in an anhydrous polar aprotic solvent, such as methylene chloride, under an inert atmosphere, such as argon, is added trimethylsilyl bromide. The reaction is allowed to stir until complete. The product, a compound of formula 5, preferably [1-[N-(3-carbomethoxypropionyl)amino]-2-methylpropyl]phosphonic acid, may be isolated and purified by conventional means. RXN SMILES: [C:1]([CH2:5][CH2:6][C:7]([NH:9][CH:10]([P:14](=[O:19])([O:17]C)[O:15]C)[CH:11]([CH3:13])[CH3:12])=[O:8])([O:3][CH3:4])=[O:2].C[Si](Br)(C)C>C(Cl)Cl>[C:1]([CH2:5][CH2:6][C:7]([NH:9][CH:10]([P:14](=[O:15])([OH:19])[OH:17])[CH:11]([CH3:13])[CH3:12])=[O:8])([O:3][CH3:4])=[O:2]. The product is formula 5, C(=O)(OC)CCC(=O)NC(C(C)C)P(O)(O)=O ([1-[N-(3-carbomethoxypropionyl)amino]-2-methylpropyl]phosphonic acid). The reactants are CC(=O)CCCCBr, CCN(C(C)C)C(C)C, O=[N+]([O-])c1cn[nH]n1, N#N, CN(C)C=O, O. Yields the product CC(=O)CCCCn1ncc([N+](=O)[O-])n1. As a reaction SMILES: [Br:20][CH2:21][CH2:22][CH2:23][CH2:24][C:25]([CH3:26])=[O:27].[CH:11]([N:12]([CH2:13][CH3:14])[CH:15]([CH3:16])[CH3:17])([CH3:18])[CH3:19].[N+:3](=[O:4])([O-:5])[c:6]1[n:7][nH:8][n:9][cH:10]1.[N:1]#[N:2].[O:28]=[CH:29][N:30]([CH3:31])[CH3:32].[OH2:33]>>[N+:3](=[O:4])([O-:5])[c:6]1[n:7][n:8]([CH2:21][CH2:22][CH2:23][CH2:24][C:25]([CH3:26])=[O:27])[n:9][cH:10]1.